Dataset: the Open Reaction Database (ORD), a public repository of structured organic reaction records. Task: describe an organic reaction: reactants, conditions, products, and yield Starting materials: ClC1=CC2=C(C(NC=3N2N=C(C3)C)=O)C=N1 (8-chloro-2-methylpyrazolo[1,5-a]pyrido[3,4-e]pyrimidin-5(4H)-one), CN(C=O)C (dimethylformamide), [H][H] (hydrogen). The reagents and catalysts are [Pd] (palladium on charcoal). The solvent is C(C)N(CC)CC (triethylamine). Product: CC1=NN2C(NC(C3=C2C=CN=C3)=O)=C1 (2-Methylpyrazolo[1,5-a]pyrido[3,4-e]pyrimidin-5(4H)-one). RXN SMILES: Cl[C:2]1[N:16]=[CH:15][C:5]2[C:6](=[O:14])[NH:7][C:8]3[N:9]([N:10]=[C:11]([CH3:13])[CH:12]=3)[C:4]=2[CH:3]=1.CN(C)C=O.[H][H]>[Pd].C(N(CC)CC)C>[CH3:13][C:11]1[CH:12]=[C:8]2[NH:7][C:6](=[O:14])[C:5]3[CH:15]=[N:16][CH:2]=[CH:3][C:4]=3[N:9]2[N:10]=1. Procedure details: 2.3 g. of 8-chloro-2-methylpyrazolo[1,5-a]pyrido[3,4-e]pyrimidin-5(4H)-one are hydrogenated in 50 ml. of dimethylformamide in the presence of 10% palladium on charcoal and 2 g. of triethylamine at 80° and 3 atmospheres hydrogen pressure. When the hydrogen absorption ceases, the solution is heated to reflux temperature and then filtered. After addition of 20 ml. of water, 2-methylpyrazolo[1,5-a]pyrido[3,4-e]pyrimidin-5(4H)-one crystallizes, yield: 1.8 g. (90%); m.p. > 300°.